Dataset: the Open Reaction Database (ORD), a public repository of structured organic reaction records. Task: describe an organic reaction: reactants, conditions, products, and yield Reaction SMILES: [CH3:11][O:12][C:13]([CH:14]([NH2:15])[CH2:16][CH:17]([CH3:18])[CH3:19])=[O:20].[CH3:1][c:2]1[cH:3][c:4]([C:8](=[O:9])[OH:10])[o:5][c:6]1[CH3:7]>>[CH3:1][c:2]1[cH:3][c:4]([C:8](=[O:10])[NH:15][CH:14]([C:13]([O:12][CH3:11])=[O:20])[CH2:16][CH:17]([CH3:18])[CH3:19])[o:5][c:6]1[CH3:7]. Reactants: COC(=O)C(N)CC(C)C, Cc1cc(C(=O)O)oc1C. Product: COC(=O)C(CC(C)C)NC(=O)c1cc(C)c(C)o1. The reactants are C(C1=CC=CC=C1)N (Benzyl amine), COC(=O)C=1C=C(C2=C(S(CC3=C(O2)C(=CC(=C3)NCCCl)Cl)(=O)=O)C1)C (4-Chloro-2-(2-chloro-ethylamino)-6-methyl-10,10-dioxo-10,11-dihydro-5-oxa-10lambda*6*-thia-dibenzo[a,d]cycloheptene-8-carboxylic acid methyl ester). Reagents/catalysts: [I-].C(CCC)[N+](CCCC)(CCCC)CCCC (tetrabutylammonium iodide). Run in CO (methanol). Run at temperature 110 celsius. Yields the product COC(=O)C=1C=C(C2=C(S(CC3=C(O2)C(=CC(=C3)NCCNCC3=CC=CC=C3)Cl)(=O)=O)C1)C (2-(2-Benzylamino-ethylamino)-4-chloro-6-methyl-10,10-dioxo-10,11-dihydro-5-oxa-10lambda*6*-thia-dibenzo[a,d]cycloheptene-8-carboxylic acid methyl ester). Reaction SMILES: [CH2:1]([NH2:8])[C:2]1[CH:7]=[CH:6][CH:5]=[CH:4][CH:3]=1.[CH3:9][O:10][C:11]([C:13]1[CH:14]=[C:15]([CH3:35])[C:16]2[O:22][C:21]3[C:23]([Cl:31])=[CH:24][C:25]([NH:27][CH2:28][CH2:29]Cl)=[CH:26][C:20]=3[CH2:19][S:18](=[O:33])(=[O:32])[C:17]=2[CH:34]=1)=[O:12]>[I-].C([N+](CCCC)(CCCC)CCCC)CCC.CO>[CH3:9][O:10][C:11]([C:13]1[CH:14]=[C:15]([CH3:35])[C:16]2[O:22][C:21]3[C:23]([Cl:31])=[CH:24][C:25]([NH:27][CH2:28][CH2:29][NH:8][CH2:1][C:2]4[CH:7]=[CH:6][CH:5]=[CH:4][CH:3]=4)=[CH:26][C:20]=3[CH2:19][S:18](=[O:32])(=[O:33])[C:17]=2[CH:34]=1)=[O:12] |f:2.3|. Reported procedure: Benzyl amine (1.08 g, 10.08 mmol) and tetrabutylammonium iodide (0.02 g, 0.054 mmol) were added to a suspension of the carboxylic acid of Example 56k (0.86 g, 2.0677 mmol) in methanol (8 mL) under nitrogen, in a pressure reactor vessel and heated to 110° C. for 4 h. The reaction mixture was concentrated (oily residue), treated with methanolic HCl (25 mL) and refluxed overnight. It was concentrated, treated with an aqueous sodium bicarbonate solution to pH 8 and extracted with chloroform. The org... The reactants are [Al+3], ClCCCl, [Cl-], [Cl-], [Cl-], COC(Cl)Cl, O=C(c1ccc[nH]1)C(Cl)(Cl)Cl. Yields the product O=Cc1c[nH]c(C(=O)C(Cl)(Cl)Cl)c1. RXN SMILES: [Al+3:13].[CH2:21]([Cl:22])[CH2:23][Cl:24].[Cl-:12].[Cl-:14].[Cl-:15].[Cl:16][CH:17]([O:18][CH3:20])[Cl:19].[Cl:1][C:2]([C:3](=[O:4])[c:5]1[nH:6][cH:7][cH:8][cH:9]1)([Cl:10])[Cl:11]>>[Cl:1][C:2]([C:3](=[O:4])[c:5]1[nH:6][cH:7][c:8]([CH:17]=[O:18])[cH:9]1)([Cl:10])[Cl:11].